This data is from the Open Reaction Database (ORD), a public repository of structured organic reaction records. The task is: describe an organic reaction: reactants, conditions, products, and yield Reactants: C(=O)(C(F)(F)F)O (TFA), ice, CC(C)(C)OC(=O)OC(=O)OC(C)(C)C (Boc2O), ClC1=NC=CC(=C1)N (2-chloropyridin-4-amine), Teflon, C[Si](C)(C)[N-][Si](C)(C)C.[Na+] (NaHMDS). Solvent: C(Cl)Cl (DCM), S(=O)(Cl)Cl (thionyl chloride), C1CCOC1 (THF), C1CCOC1 (THF), C1CCOC1 (THF). Conditions: temperature 0 celsius, time 20 minute. Yields the product NC1=CC=NC(=C1C(=O)N)Cl (4-Amino-2-chloronicotinamide). Reaction SMILES: [Cl:1][C:2]1[CH:7]=[C:6]([NH2:8])[CH:5]=[CH:4][N:3]=1.C[Si]([N-:13][Si](C)(C)C)(C)C.[Na+].CC(OC(OC([O:29][C:30](C)(C)C)=O)=O)(C)C.C(O)(C(F)(F)F)=O>C1COCC1.S(Cl)(Cl)=O.C(Cl)Cl>[NH2:8][C:6]1[C:7]([C:30]([NH2:13])=[O:29])=[C:2]([Cl:1])[N:3]=[CH:4][CH:5]=1 |f:1.2|. Procedure details: To a solution of 2-chloropyridin-4-amine (1.286 g, 10.0 mmol) in dry THF (30 mL) cooled to 0° C. with an ice water bath under dry N2 was added a solution of NaHMDS in THF (1.0 M, 24 mL) via syringe. After the reaction mixture was stirred at 0° C. for 20 minutes, a solution of Boc2O (4.8 g, 22.0 mmol) in THF (30 mL) was added at 0° C. and then the ice-water bath was removed. After it was stirred at room temperature for 16 hours, 40 hours, and 64 hours, NaHMDS (1.0 M, 16 mL, 6 mL, and 6 mL) were a... The product is CCCCC(c1ccc(Cl)cc1Cl)C(C)O. Reactants: C[Mg+], CCCCC(C=O)c1ccc(Cl)cc1Cl, Cl, [I-], O. RXN SMILES: [CH3:2][Mg+:3].[Cl:4][c:5]1[c:6]([CH:12]([CH:13]=[O:14])[CH2:15][CH2:16][CH2:17][CH3:18])[cH:7][cH:8][c:9]([Cl:11])[cH:10]1.[ClH:19].[I-:1].[OH2:20]>>[CH3:2][CH:13]([CH:12]([c:6]1[c:5]([Cl:4])[cH:10][c:9]([Cl:11])[cH:8][cH:7]1)[CH2:15][CH2:16][CH2:17][CH3:18])[OH:14].